Dataset: the Open Reaction Database (ORD), a public repository of structured organic reaction records. Task: describe an organic reaction: reactants, conditions, products, and yield The product is Cl.C(C)OC1=C(CN(C(\C=C\C2=CC3=C(NC(N(C3)CCN3CCOCC3)=O)N=C2)=O)C)C=CC=C1OCC ((E)-N-(2,3-Diethoxy-benzyl)-N-methyl-3-[3-(2-morpholin-4-yl-ethyl)-2-oxo-1,2,3,4-tetrahydro-pyrido[2,3-d]pyrimidin-6-yl]acrylamide hydrochloride). Yield: 56.0%. RXN SMILES: [CH2:1]([O:3][C:4]1[C:12]([O:13][CH2:14][CH3:15])=[CH:11][CH:10]=[CH:9][C:5]=1[CH2:6][NH:7][CH3:8])[CH3:2].CNCC1C=CC2C(=CC=CC=2)C=1CCC.[ClH:32].[N:33]1([CH2:39][CH2:40][N:41]2[CH2:46][C:45]3[CH:47]=[C:48](/[CH:51]=[CH:52]/[C:53]([OH:55])=O)[CH:49]=[N:50][C:44]=3[NH:43][C:42]2=[O:56])[CH2:38][CH2:37][O:36][CH2:35][CH2:34]1>>[ClH:32].[CH2:1]([O:3][C:4]1[C:12]([O:13][CH2:14][CH3:15])=[CH:11][CH:10]=[CH:9][C:5]=1[CH2:6][N:7]([CH3:8])[C:53](=[O:55])/[CH:52]=[CH:51]/[C:48]1[CH:49]=[N:50][C:44]2[NH:43][C:42](=[O:56])[N:41]([CH2:40][CH2:39][N:33]3[CH2:34][CH2:35][O:36][CH2:37][CH2:38]3)[CH2:46][C:45]=2[CH:47]=1)[CH3:2] |f:2.3,4.5|. Reported procedure: According to the procedure of Example 1, except substituting 2,3-diethoxy-benzyl-methylamine for the methyl-(1-propyl-naphthalen-2-ylmethyl)amine, and substituting (E)-3-[3-(2-morpholin-4-yl-ethyl)-2-oxo-1,2,3,4-tetrahydro-pyrido[2,3-d]pyrimidin-6-yl]acrylic acid hydrochloride for the (E)-3-(4-methyl-2-oxo-2,3,4,5-tetrahydro-1H-pyrido[2,3,-e][1,4]diazepin-7-yl)acrylic acid hydrochloride, the title compound (0.18 g, 56%) was prepared as an off-white solid: 1H NMR (300 MHz, DMSO-d6) δ 10.63-10.49 ... The reactants are C(C)OC1=C(CNC)C=CC=C1OCC (2,3-diethoxy-benzyl-methylamine), (E)-3-(4-methyl-2-oxo-2,3,4,5-tetrahydro-1H-pyrido[2,3,-e][1,4]diazepin-7-yl)acrylic acid hydrochloride, CNCC1=C(C2=CC=CC=C2C=C1)CCC (methyl-(1-propyl-naphthalen-2-ylmethyl)amine), Cl.N1(CCOCC1)CCN1C(NC2=C(C1)C=C(C=N2)/C=C/C(=O)O)=O ((E)-3-[3-(2-morpholin-4-yl-ethyl)-2-oxo-1,2,3,4-tetrahydro-pyrido[2,3-d]pyrimidin-6-yl]acrylic acid hydrochloride).